From a dataset of the Open Reaction Database (ORD), a public repository of structured organic reaction records. describe an organic reaction: reactants, conditions, products, and yield Procedure details: A solution of 7-[2-(3-chloro-pyridin-2-yl)-5-methoxy-2H-pyrazol-3-yl]-2-(4-methoxy-benzyl)-5-methyl-2H-8-oxa-1,2,6-triaza-cyclopenta[a]naphthalen-9-one (0.100 g, 0.189 mmol) in tetrahydrofurane (2 ml) was treated with 16 drops of isopropyl amine and stirred at 20° C. for three hours. The reaction mixture was evaporated and the crude product was purified by flash chromatography on silica gel using a mixture of 75% ethyl acetate 25% cyclohexane. The desired product showed the physical data reporte... The product is C(C)(C)NC(=O)C1=C(C(=CC2=CN(N=C12)CC1=CC=C(C=C1)OC)C)NC(=O)C=1N(N=C(C1)OC)C1=NC=CC=C1Cl (6-{[2-(3-chloro-pyridin-2-yl)-5-methoxy-2H-pyrazole-3-carbonyl]-amino}-2-(4-methoxy-benzyl)-5-methyl-2H-indazole-7-carboxylic acid isopropyl amide). Reaction conditions: temperature 20 celsius, time 3 hour. The reagents and catalysts are C(C)(C)N (isopropyl amine). The solvent is O1CCCC1 (tetrahydrofurane). Reactants: ClC=1C(=NC=CC1)N1N=C(C=C1C1=NC=2C(=CC=3C(C2C(O1)=O)=NN(C3)CC3=CC=C(C=C3)OC)C)OC (7-[2-(3-chloro-pyridin-2-yl)-5-methoxy-2H-pyrazol-3-yl]-2-(4-methoxy-benzyl)-5-methyl-2H-8-oxa-1,2,6-triaza-cyclopenta[a]naphthalen-9-one). RXN SMILES: [Cl:1][C:2]1[C:3]([N:8]2[C:12]([C:13]3[O:22][C:21](=[O:23])[C:20]4[C:19]5=[N:24][N:25]([CH2:27][C:28]6[CH:33]=[CH:32][C:31]([O:34][CH3:35])=[CH:30][CH:29]=6)[CH:26]=[C:18]5[CH:17]=[C:16]([CH3:36])[C:15]=4[N:14]=3)=[CH:11][C:10]([O:37][CH3:38])=[N:9]2)=[N:4][CH:5]=[CH:6][CH:7]=1>O1CCCC1.C(N)(C)C>[CH:12]([NH:8][C:21]([C:20]1[C:19]2[C:18](=[CH:26][N:25]([CH2:27][C:28]3[CH:29]=[CH:30][C:31]([O:34][CH3:35])=[CH:32][CH:33]=3)[N:24]=2)[CH:17]=[C:16]([CH3:36])[C:15]=1[NH:14][C:13]([C:12]1[N:8]([C:3]2[C:2]([Cl:1])=[CH:7][CH:6]=[CH:5][N:4]=2)[N:9]=[C:10]([O:37][CH3:38])[CH:11]=1)=[O:22])=[O:23])([CH3:13])[CH3:11]. Reactants: solid, Cl.Cl.O1C=C(C=C2C1=CC=C2)C2N(CCCC2)CC[C@@H]2CC[C@H](CC2)N (trans-4-[2-(4-benzofuran-3-yl-piperidin-1-yl)-ethyl]-cyclohexylamine dihydrochloride), Cl.Cl.O1C=C(C=C2C1=CC=C2)C2N(CCCC2)CC[C@@H]2CC[C@H](CC2)N (trans-4-[2-(4-benzofuran-3-yl-piperidin-1-yl)-ethyl]-cyclohexylamine dihydrochloride), C1(=CC=C(C=C1)C(=O)O)C1=CC=CC=C1 (biphenyl-4-carboxylic acid). Product: O1C=C(C=C2C1=CC=C2)C2N(CCCC2)CC[C@@H]2CC[C@H](CC2)NC(=O)C2=CC=C(C=C2)C2=CC=CC=C2 (Biphenyl-4-carboxylic acid trans-{4-[2-(4-benzofuran-3-yl-piperidin-1-yl)-ethyl]-cyclohexyl}-amide). As a reaction SMILES: Cl.Cl.[O:3]1[C:8]2=[CH:9][CH:10]=[CH:11][C:7]2=[CH:6][C:5]([CH:12]2[CH2:17][CH2:16][CH2:15][CH2:14][N:13]2[CH2:18][CH2:19][C@H:20]2[CH2:25][CH2:24][C@H:23]([NH2:26])[CH2:22][CH2:21]2)=[CH:4]1.[C:27]1([C:36]2[CH:41]=[CH:40][CH:39]=[CH:38][CH:37]=2)[CH:32]=[CH:31][C:30]([C:33](O)=[O:34])=[CH:29][CH:28]=1>>[O:3]1[C:8]2=[CH:9][CH:10]=[CH:11][C:7]2=[CH:6][C:5]([CH:12]2[CH2:17][CH2:16][CH2:15][CH2:14][N:13]2[CH2:18][CH2:19][C@H:20]2[CH2:21][CH2:22][C@H:23]([NH:26][C:33]([C:30]3[CH:31]=[CH:32][C:27]([C:36]4[CH:37]=[CH:38][CH:39]=[CH:40][CH:41]=4)=[CH:28][CH:29]=3)=[O:34])[CH2:24][CH2:25]2)=[CH:4]1 |f:0.1.2|. Reported procedure: The title compound, yellow solid (119 mg, 94%), MS (ISP) m/z=507.3 [(M+H)+], mp 235° C., was prepared in accordance with the general method of example 1 from trans-4-[2-(4-benzofuran-3-yl-piperidin-1-yl)-ethyl]-cyclohexylamine dihydrochloride (intermediate A) (100 mg, 0.25 mmol) and biphenyl-4-carboxylic acid. Starting materials: COCOC1=CC=C(C([C@H](N(SC2=C(C=CC=C2)[N+](=O)[O-])C)C(=O)O)O)C=C1 (O-methoxymethyl-N-methyl-N-(2-nitrophenylthio)-β-hydroxytyrosine), [N+](=[N-])=C (diazomethane). The solvent is C(C)(=O)OCC (ethyl acetate), C(C)OCC (diethyl ether). Conditions: time 10 minute. Yields the product COC([C@@H](N(SC1=C(C=CC=C1)[N+](=O)[O-])C)C(C1=CC=C(C=C1)OCOC)O)=O (O-methoxymethyl-N-methyl-N-(2-nitrophenylthio)-β-hydroxytyrosine methyl ester). Reaction SMILES: [CH3:1][O:2][CH2:3][O:4][C:5]1[CH:28]=[CH:27][C:8]([CH:9]([OH:26])[C@@H:10]([C:23]([OH:25])=[O:24])[N:11]([CH3:22])[S:12][C:13]2[CH:18]=[CH:17][CH:16]=[CH:15][C:14]=2[N+:19]([O-:21])=[O:20])=[CH:7][CH:6]=1.[N+](=[CH2:31])=[N-]>C(OCC)(=O)C.C(OCC)C>[CH3:31][O:24][C:23](=[O:25])[C@H:10]([CH:9]([OH:26])[C:8]1[CH:7]=[CH:6][C:5]([O:4][CH2:3][O:2][CH3:1])=[CH:28][CH:27]=1)[N:11]([CH3:22])[S:12][C:13]1[CH:18]=[CH:17][CH:16]=[CH:15][C:14]=1[N+:19]([O-:21])=[O:20]. Procedure: To a solution of O-methoxymethyl-N-methyl-N-(2-nitrophenylthio)-β-hydroxytyrosine (20.0 g) in ethyl acetate (100 ml) was added diazomethane in diethyl ether (80 ml). After stirring for 10 minutes, the solvent was removed in vacuo. The residue was put on a silica gel column (MERCK 7734:500 g) and eluted with chloroform to give O-methoxymethyl-N-methyl-N-(2-nitrophenylthio)-β-hydroxytyrosine methyl ester. (threo isomer: 8.82 g, erythro isomer: 6.63 g) The reactants are O=C1OCc2ccccc21, C[O-], CO, Cl, [Na+], CN(C)C=O, O, O=C(O)Cc1ccc(O)cc1. Product: O=C(O)Cc1ccc(OCc2ccccc2C(=O)O)cc1. As a reaction SMILES: [C:12]1(=[O:13])[O:14][CH2:15][c:16]2[cH:17][cH:18][cH:19][cH:20][c:21]21.[CH3:22][O-:23].[CH3:32][OH:33].[ClH:25].[Na+:24].[O:26]=[CH:27][N:28]([CH3:29])[CH3:30].[OH2:31].[OH:1][C:2](=[O:3])[CH2:4][c:5]1[cH:6][cH:7][c:8]([OH:9])[cH:10][cH:11]1>>[OH:1][C:2](=[O:3])[CH2:4][c:5]1[cH:6][cH:7][c:8]([O:9][CH2:15][c:16]2[cH:17][cH:18][cH:19][cH:20][c:21]2[C:12](=[O:13])[OH:14])[cH:10][cH:11]1.